This data is from the Open Reaction Database (ORD), a public repository of structured organic reaction records. The task is: describe an organic reaction: reactants, conditions, products, and yield Reactants: [N+](=O)([O-])C1=CC=C(C[C@H](N)C(=O)O)C=C1 (4-nitrophenylalanine), CO (methanol), O=S(Cl)Cl (SOCl2). Conditions: time 30 minute. Product: NC(C(=O)OC)CC1=CC=C(C=C1)[N+](=O)[O-] (methyl 2-amino-3-(4-nitrophenyl)propanoate). As a reaction SMILES: [N+:1]([C:4]1[CH:15]=[CH:14][C:7]([CH2:8][C@@H:9]([C:11]([OH:13])=[O:12])[NH2:10])=[CH:6][CH:5]=1)([O-:3])=[O:2].O=S(Cl)Cl.[CH3:20]O>>[NH2:10][CH:9]([CH2:8][C:7]1[CH:6]=[CH:5][C:4]([N+:1]([O-:3])=[O:2])=[CH:15][CH:14]=1)[C:11]([O:13][CH3:20])=[O:12]. Reported procedure: To a suspension of 4-nitrophenylalanine 1 (25 g) in methanol (10 ml/g) at 0° C. is added SOCl2 (2 equ.). After 30 minutes, the reaction is stirred at room temperature for 1 night. Volatiles are then evaporated and the residue is diluted in water. The solution is alkalinized with NaOH 2N and extracted with CH2Cl2. The organic phase is dried over MgSO4 and evaporated. No further purification is needed. Reactants: CC=1NC2=CC=C(C=C2C1C)C(=O)OCC=C (allyl 2,3-dimethyl-1H-indole-5-carboxylate), [H-].[Na+] (NaH), BrCC=1C=C(O[C@H](C(=O)OC)C)C=CC1Cl ((S)-methyl 2-(3-(bromomethyl)-4-chlorophenoxy)propanoate). Run in CCOC(=O)C (EtOAc), CN(C)C=O (DMF). Reaction conditions: time 30 minute. Product: ClC1=C(CN2C(=C(C3=CC(=CC=C23)C(=O)OCC=C)C)C)C=C(C=C1)O[C@H](C(=O)OC)C ((S)-Allyl 1-(2-chloro-5-((1-methoxy-1-oxopropan-2-yl)oxy)benzyl)-2,3-dimethyl-1H-indole-5-carboxylate). As a reaction SMILES: [CH3:1][C:2]1[NH:3][C:4]2[C:9]([C:10]=1[CH3:11])=[CH:8][C:7]([C:12]([O:14][CH2:15][CH:16]=[CH2:17])=[O:13])=[CH:6][CH:5]=2.[H-].[Na+].Br[CH2:21][C:22]1[CH:23]=[C:24]([CH:32]=[CH:33][C:34]=1[Cl:35])[O:25][C@@H:26]([CH3:31])[C:27]([O:29][CH3:30])=[O:28]>CN(C=O)C.CCOC(C)=O>[Cl:35][C:34]1[CH:33]=[CH:32][C:24]([O:25][C@@H:26]([CH3:31])[C:27]([O:29][CH3:30])=[O:28])=[CH:23][C:22]=1[CH2:21][N:3]1[C:4]2[C:9](=[CH:8][C:7]([C:12]([O:14][CH2:15][CH:16]=[CH2:17])=[O:13])=[CH:6][CH:5]=2)[C:10]([CH3:11])=[C:2]1[CH3:1] |f:1.2|. Procedure details: To a solution of the allyl 2,3-dimethyl-1H-indole-5-carboxylate (0.34 g, 1.483 mmol) in anhydrous DMF (3 mL) at 0° C. under argon protection was added NaH (0.08 g, 2.22 mmol). The mixture was stirred at rt for 30 min and re-cooled to 0° C., and then the (S)-methyl 2-(3-(bromomethyl)-4-chlorophenoxy)propanoate (0.55 g, 1.78 mmol) was added. The reaction was stirred at rt for another 1 h. The solvent was removed to obtain the crude, which was dissolved in EtOAc, then washed with water and brine an... Starting materials: Cl.[N+](=O)([O-])C1=CC=C(C=C1)C[C@@H](C)N(CCC)[C@H](C)C1=CC=CC=C1 ((R,R)-N-[2-(4-Nitrophenyl)-1-methylethyl]-N-propyl-(1-phenylethyl)amine hydrochloride), C(=O)[O-].[NH4+] (ammonium formate). The reagents and catalysts are [Fe] (iron). The solvent is C(C)O (ethanol), O (water). Yields the product NC1=CC=C(C=C1)C[C@@H](C)N(CCC)[C@H](C)C1=CC=CC=C1 ((R,R)-N-[2-(4-aminophenyl)-1-methylethyl]-N-propyl-(1-phenylethyl)amine). RXN SMILES: Cl.[N+:2]([C:5]1[CH:10]=[CH:9][C:8]([CH2:11][C@H:12]([N:14]([C@@H:18]([C:20]2[CH:25]=[CH:24][CH:23]=[CH:22][CH:21]=2)[CH3:19])[CH2:15][CH2:16][CH3:17])[CH3:13])=[CH:7][CH:6]=1)([O-])=O.C([O-])=O.[NH4+]>C(O)C.O.[Fe]>[NH2:2][C:5]1[CH:6]=[CH:7][C:8]([CH2:11][C@H:12]([N:14]([C@@H:18]([C:20]2[CH:21]=[CH:22][CH:23]=[CH:24][CH:25]=2)[CH3:19])[CH2:15][CH2:16][CH3:17])[CH3:13])=[CH:9][CH:10]=1 |f:0.1,2.3|. Reported procedure: (R,R)-N-[2-(4-Nitrophenyl)-1-methylethyl]-N-propyl-(1-phenylethyl)amine hydrochloride was dissolved in ethanol (100 ml) and water (16 ml). To this solution was added iron powder (2.44 g) and ammonium formate (2.25 g). The mixture was heated at reflux for 3 hours, cooled to room temperature and filtered through a glass fiber filter. The filtrate was evaporated in vacuo, and the residue was partitioned between ethyl acetate and dilute sodium hydroxide. The organic layer was dried over sodium sulfa... The reactants are C1(=CC=CC=C1)C=1C=C(C=CC1)O (3-phenylphenol), CN(C(=O)Cl)C1=CC=CC=C1 (N-methyl-N-phenylcarbamoyl chloride), crude product. The product is C1(=CC(=CC=C1)OC(N(C1=CC=CC=C1)C)=O)C1=CC=CC=C1 (Methyl-phenyl-carbamic acid biphenyl-3-yl ester). RXN SMILES: [C:1]1([C:7]2[CH:8]=[C:9]([OH:13])[CH:10]=[CH:11][CH:12]=2)[CH:6]=[CH:5][CH:4]=[CH:3][CH:2]=1.[CH3:14][N:15]([C:19]1[CH:24]=[CH:23][CH:22]=[CH:21][CH:20]=1)[C:16](Cl)=[O:17]>>[C:7]1([C:1]2[CH:2]=[CH:3][CH:4]=[CH:5][CH:6]=2)[CH:12]=[CH:11][CH:10]=[C:9]([O:13][C:16](=[O:17])[N:15]([CH3:14])[C:19]2[CH:24]=[CH:23][CH:22]=[CH:21][CH:20]=2)[CH:8]=1. Reported procedure: The title product was prepared from 3-phenylphenol and N-methyl-N-phenylcarbamoyl chloride. The crude product was subjected to preparative HPLC (52%, colorless oil). HPLC-MS: m/z=304.2 (M+1); Rt: 4.75 min.